Task: describe an organic reaction: reactants, conditions, products, and yield. Dataset: the Open Reaction Database (ORD), a public repository of structured organic reaction records Reactants: O=C1C(CCC1)(C)NC(=O)C=1C=2C[C@@H]3[C@H](C2N(N1)C1=C(C=C(C=C1)F)F)C3 ((1aR,5aR)-2-(2,4-difluoro-phenyl)-1a,2,5,5a-tetrahydro-1H-2,3-diaza-cyclopropa[a]pentalene-4-carboxylic acid (1-oxo-methyl-cyclopentyl)-amide), CNC (dimethylamine), C(C)(=O)O (acetic acid), C(C)(=O)O[BH-](OC(C)=O)OC(C)=O.[Na+] (sodium triacetoxyborohydride), C(C)(=O)O[BH-](OC(C)=O)OC(C)=O.[Na+] (sodium triacetoxyborohydride), CNC (dimethylamine). The reagents and catalysts are C(C)(=O)O (acetic acid). Solvent: CO (methanol), C1CCOC1 (THF). Conditions: temperature 23 celsius, time 15 minute. The product is CN(C)CC1(CCCC1)NC(=O)C=1C=2C[C@@H]3[C@H](C2N(N1)C1=C(C=C(C=C1)F)F)C3 ((1aR,5aR)-2-(2,4-Difluoro-phenyl)-1a,2,5,5a-tetrahydro-1H-2,3-diaza-cyclopropa[a]pentalene-4-carboxylic Acid (1-Dimethylaminomethyl-cyclopentyl)-amide). Isolated yield 20.3%. RXN SMILES: O=[C:2]1[CH2:6][CH2:5][CH2:4][C:3]1([NH:8][C:9]([C:11]1[C:12]2[CH2:13][C@H:14]3[CH2:27][C@H:15]3[C:16]=2[N:17]([C:19]2[CH:24]=[CH:23][C:22]([F:25])=[CH:21][C:20]=2[F:26])[N:18]=1)=[O:10])[CH3:7].[CH3:28][NH:29][CH3:30].C(O)(=O)C.C(O[BH-](OC(=O)C)OC(=O)C)(=O)C.[Na+]>CO.C(O)(=O)C.C1COCC1>[CH3:28][N:29]([CH2:7][C:3]1([NH:8][C:9]([C:11]2[C:12]3[CH2:13][C@H:14]4[CH2:27][C@H:15]4[C:16]=3[N:17]([C:19]3[CH:24]=[CH:23][C:22]([F:25])=[CH:21][C:20]=3[F:26])[N:18]=2)=[O:10])[CH2:2][CH2:6][CH2:5][CH2:4]1)[CH3:30] |f:3.4|. Procedure details: To a solution of (1aR,5aR)-2-(2,4-difluoro-phenyl)-1a,2,5,5a-tetrahydro-1H-2,3-diaza-cyclopropa[a]pentalene-4-carboxylic acid (1-oxo-methyl-cyclopentyl)-amide (26 mg, 0.070 mmol) in methanol (0.5 mL) was added a 2.0 M THF solution of dimethylamine (0.088 mL, 0.175 mmol) and acetic acid (0.681 μL, 0.012 mmol). The mixture was stirred at 23° C. for 15 min, added sodium triacetoxyborohydride (16.3 mg, 0.077 mmol), and stirred for another 1.5 h. One drop of acetic acid was added and the stirring was... The reactants are Br, O, CC1(C)C2CCC1(CCO)CC2, O=S(=O)(O)O. Yields the product CC1(C)C2CCC1(CCBr)CC2. RXN SMILES: [BrH:13].[OH2:19].[OH:1][CH2:2][CH2:3][C:4]12[CH2:5][CH2:6][CH:7]([CH2:8][CH2:9]1)[C:10]2([CH3:11])[CH3:12].[S:14](=[O:15])(=[O:16])([OH:17])[OH:18]>>[CH2:2]([CH2:3][C:4]12[CH2:5][CH2:6][CH:7]([CH2:8][CH2:9]1)[C:10]2([CH3:11])[CH3:12])[Br:13].